This data is from the Open Reaction Database (ORD), a public repository of structured organic reaction records. The task is: describe an organic reaction: reactants, conditions, products, and yield The reactants are CSc1nc2c(Br)cc(C)cn2c1NC(=O)OC(C)(C)C, CN(C)C=O, [H-], CCCI, [Na+], O. The product is CCCN(C(=O)OC(C)(C)C)c1c(SC)nc2c(Br)cc(C)cn12. RXN SMILES: [Br:1][c:2]1[c:3]2[n:4]([cH:5][c:6]([CH3:8])[cH:7]1)[c:9]([NH:14][C:15]([O:16][C:17]([CH3:18])([CH3:19])[CH3:20])=[O:21])[c:10]([S:12][CH3:13])[n:11]2.[CH3:29][N:30]([CH3:31])[CH:32]=[O:33].[H-:22].[I:24][CH2:25][CH2:26][CH3:27].[Na+:23].[OH2:28]>>[Br:1][c:2]1[c:3]2[n:4]([cH:5][c:6]([CH3:8])[cH:7]1)[c:9]([N:14]([C:15]([O:16][C:17]([CH3:18])([CH3:19])[CH3:20])=[O:21])[CH2:25][CH2:26][CH3:27])[c:10]([S:12][CH3:13])[n:11]2. Reactants: C1(=CC=CC=C1)CCN (2-phenylethylamine), [OH-].[Na+] (sodium hydroxide), ClC1=CC=C(C=C1)S(=O)(=O)Cl (4-chlorobenzenesulphonic acid chloride), C(CCl)Cl (ethylene chloride). Reagents/catalysts: [Br-].C(CCC)[N+](CCCC)(CCCC)CCCC (tetrabutylammonium bromide). Solvent: O (water). Product: ClC1=CC=C(C=C1)S(=O)(=O)NCCC1=CC=CC=C1 (2-(p-Chlorobenzenesulphonylamino)ethyl-benzene). RXN SMILES: C(Cl)CCl.[C:5]1([CH2:11][CH2:12][NH2:13])[CH:10]=[CH:9][CH:8]=[CH:7][CH:6]=1.[OH-].[Na+].[Cl:16][C:17]1[CH:22]=[CH:21][C:20]([S:23](Cl)(=[O:25])=[O:24])=[CH:19][CH:18]=1>[Br-].C([N+](CCCC)(CCCC)CCCC)CCC.O>[Cl:16][C:17]1[CH:22]=[CH:21][C:20]([S:23]([NH:13][CH2:12][CH2:11][C:5]2[CH:10]=[CH:9][CH:8]=[CH:7][CH:6]=2)(=[O:25])=[O:24])=[CH:19][CH:18]=1 |f:2.3,5.6|. Procedure details: To a mixture of 150 ml of ethylene chloride and 150 ml of water are added 30.3 g of 2-phenylethylamine, 12 g of sodium hydroxide and 0.5 g of tetrabutylammonium bromide. 65.5 g of 4-chlorobenzenesulphonic acid chloride are added to the mixture in batches with stirring. After 30 minutes the organic phase is separated off, evaporated down and the residue is recrystallised from toluene. RXN SMILES: [Br:1][c:2]1[cH:3][cH:4][c:5]([S:8](=[O:9])(=[O:10])[N:11]2[CH:12]([CH2:17][O:18][CH2:19][C:20](=[O:21])[OH:22])[CH2:13][CH2:14][CH2:15][CH2:16]2)[cH:6][cH:7]1.[N:23]1([CH2:28][CH2:29][CH:30]2[CH2:31][CH2:32][NH:33][CH2:34][CH2:35]2)[CH2:24][CH2:25][CH2:26][CH2:27]1>>[Br:1][c:2]1[cH:3][cH:4][c:5]([S:8](=[O:9])(=[O:10])[N:11]2[CH:12]([CH2:17][O:18][CH2:19][C:20](=[O:22])[N:33]3[CH2:32][CH2:31][CH:30]([CH2:29][CH2:28][N:23]4[CH2:24][CH2:25][CH2:26][CH2:27]4)[CH2:35][CH2:34]3)[CH2:13][CH2:14][CH2:15][CH2:16]2)[cH:6][cH:7]1. Starting materials: O=C(O)COCC1CCCCN1S(=O)(=O)c1ccc(Br)cc1, C1CCN(CCC2CCNCC2)C1. Yields the product O=C(COCC1CCCCN1S(=O)(=O)c1ccc(Br)cc1)N1CCC(CCN2CCCC2)CC1. The reactants are C1(=CC=CC=C1)S(=O)(=O)C1=CC=C(OC2=CC=CC=C2)C=C1 (4-[4-(phenylsulfonyl)phenoxy]benzene), P2-EthylMethyl mesylate, P2-EthylMethyl mesylate, C1=CC(=C(C=C1)Cl)Cl (o-DCB). Run in ClC=1C=C(C=CC1Cl)C (3,4-dichlorotoluene), ClC=1C(=C(C=CC1)Cl)Cl (trichlorobenzene), ClC1=C(C=C(C=C1)Cl)Cl (1,2,4-trichlorobenzene). Product: C1(=CC=CC=C1)S(=O)(=O)C1=CC=C(C=C1)Cl (4-chlorophenyl Phenyl Sulfone). As a reaction SMILES: [C:1]1([S:7]([C:10]2[CH:22]=[CH:21][C:13](OC3C=CC=CC=3)=[CH:12][CH:11]=2)(=[O:9])=[O:8])[CH:6]=[CH:5][CH:4]=[CH:3][CH:2]=1.C1C=CC([Cl:29])=C(Cl)C=1>ClC1C=C(C)C=CC=1Cl.ClC1C=CC(Cl)=CC=1Cl.ClC1C(Cl)=C(Cl)C=CC=1>[C:1]1([S:7]([C:10]2[CH:22]=[CH:21][C:13]([Cl:29])=[CH:12][CH:11]=2)(=[O:9])=[O:8])[CH:6]=[CH:5][CH:4]=[CH:3][CH:2]=1. Reported procedure: FIGS. 1 and 2 illustrate the behavior of the new phase transfer catalysts in the formation of 1,1′-(1-methylethylidene)bis[4-[4-(phenylsulfonyl)phenoxy]benzene (CAS No. 90139-53-0). When the P2-EthylMethyl mesylate was used as a PTC at 1.0 mole % in the model reaction in refluxing o-DCB at 180° C. (See 4 (FIG. 1)), the reaction exhibited pseudo-first order kinetics. This indicates that no catalyst decomposition nor diminution in rate was occurring during the reaction. In order to further test th... The reactants are COc1cc(C(=O)CBr)cc(OC)c1OC, CC(C)CN(CC(C)C)C(=O)c1ccc2c(c1)[nH]c(=S)n2CCCN(C)CCc1ccccn1, C1CCOC1. Product: COc1cc(C(=O)CSc2nc3cc(C(=O)N(CC(C)C)CC(C)C)ccc3n2CCCN(C)CCc2ccccn2)cc(OC)c1OC. As a reaction SMILES: [Br:1][CH2:2][C:3](=[O:4])[c:5]1[cH:6][c:7]([O:15][CH3:16])[c:8]([O:13][CH3:14])[c:9]([O:11][CH3:12])[cH:10]1.[CH2:17]([CH:18]([CH3:19])[CH3:20])[N:21]([C:22](=[O:23])[c:24]1[cH:25][c:26]2[c:27]([n:28]([CH2:32][CH2:33][CH2:34][N:35]([CH2:36][CH2:37][c:38]3[n:39][cH:40][cH:41][cH:42][cH:43]3)[CH3:44])[c:29](=[S:31])[nH:30]2)[cH:45][cH:46]1)[CH2:47][CH:48]([CH3:49])[CH3:50].[O:51]1[CH2:52][CH2:53][CH2:54][CH2:55]1>>[CH2:2]([C:3](=[O:4])[c:5]1[cH:6][c:7]([O:15][CH3:16])[c:8]([O:13][CH3:14])[c:9]([O:11][CH3:12])[cH:10]1)[S:31][c:29]1[n:28]([CH2:32][CH2:33][CH2:34][N:35]([CH2:36][CH2:37][c:38]2[n:39][cH:40][cH:41][cH:42][cH:43]2)[CH3:44])[c:27]2[c:26]([cH:25][c:24]([C:22]([N:21]([CH2:17][CH:18]([CH3:19])[CH3:20])[CH2:47][CH:48]([CH3:49])[CH3:50])=[O:23])[cH:46][cH:45]2)[n:30]1. The reactants are 2t, C(C)C(C(=O)[O-])CCCC.C(CCCCCCCCC)[N+](C)(C)CCCCCCCCCC (didecyldimethylammonium 2-ethylhexanoate). Solvent: O (water). The product is C(C)C(C(=O)[O-])CCCC.C(CCCCCCCCC)[N+](C)(C)CCCCCCCCCC.O (Didecyldimethylammonium 2-ethylhexanoate water). RXN SMILES: [CH2:1]([CH:3]([CH2:7][CH2:8][CH2:9][CH3:10])[C:4]([O-:6])=[O:5])[CH3:2].[CH2:11]([N+:21]([CH2:24][CH2:25][CH2:26][CH2:27][CH2:28][CH2:29][CH2:30][CH2:31][CH2:32][CH3:33])([CH3:23])[CH3:22])[CH2:12][CH2:13][CH2:14][CH2:15][CH2:16][CH2:17][CH2:18][CH2:19][CH3:20]>O>[CH2:1]([CH:3]([CH2:7][CH2:8][CH2:9][CH3:10])[C:4]([O-:6])=[O:5])[CH3:2].[CH2:24]([N+:21]([CH2:11][CH2:12][CH2:13][CH2:14][CH2:15][CH2:16][CH2:17][CH2:18][CH2:19][CH3:20])([CH3:23])[CH3:22])[CH2:25][CH2:26][CH2:27][CH2:28][CH2:29][CH2:30][CH2:31][CH2:32][CH3:33].[OH2:5] |f:0.1,3.4.5|. Procedure details: The procedure of Example 156 was followed, substituting a treating solution of 2t didecyldimethylammonium 2-ethylhexanoate in water for the treating solution. RXN SMILES: [NH2:1][C@H:2]([C:7]([OH:9])=[O:8])[CH2:3][C:4]([OH:6])=[O:5].[NH2:10][C@H:11]([C:17]([OH:19])=[O:18])[CH2:12][CH2:13][C:14]([OH:16])=[O:15].O.C(=O)([O-])[O-].[Na+].[Na+].Br[CH2:28][CH:29]([OH:32])[CH2:30]Br>[OH-].[Na+].C(O)C>[NH2:10][C@H:11]([C:17]([OH:19])=[O:18])[CH2:12][CH2:13][C:14]([OH:16])=[O:15].[NH2:1][C@@H:2]1[C:7](=[O:9])[O:8][CH2:28][C:29]([OH:32])([CH3:30])[O:6][C:4](=[O:5])[CH2:3]1 |f:3.4.5,7.8,10.11|. Procedure: 8.5 g (0.064 mol) of L-aspartic acid and 9.4 g (0.0641 mol) L-glutamic acid is dissolved in 160 ml of water containing 10.2 g (0.255 mol) of sodium hydroxide. After dissolution, 6.8 g (0.064) sodium carbonate is added, followed by 80 ml ethanol. While refluxing the solution, 16.8 g (0.077 mol) 1,3-dibromo-2-propanol is added gradually during a period of 4 hours, followed by refluxing overnight. An additional 16.8 g (0.077 mol) of 1,3-dibromo-2-propanol is added, followed by all-day reflux. The s... Run at time 8 hour. Starting materials: BrCC(CBr)O (1,3-dibromo-2-propanol), C([O-])([O-])=O.[Na+].[Na+] (sodium carbonate), BrCC(CBr)O (1,3-dibromo-2-propanol), N[C@@H](CC(=O)O)C(=O)O (L-aspartic acid), N[C@@H](CCC(=O)O)C(=O)O (L-glutamic acid), O (water). The product is N[C@@H](CCC(=O)O)C(=O)O.N[C@H]1CC(=O)OC(COC1=O)(C)O (2-Hydroxypropylene Aspartate Glutamate). The solvent is C(C)O (ethanol), [OH-].[Na+] (sodium hydroxide). Reactants: O=[N+]([O-])c1cc(Br)cc2cccnc12, CC(=O)O, CCO, [Fe], [Na+], [OH-], O. Product: Nc1cc(Br)cc2cccnc12. Reaction SMILES: [Br:1][c:2]1[cH:3][c:4]2[cH:5][cH:6][cH:7][n:8][c:9]2[c:10]([N+:12]([O-:13])=[O:14])[cH:11]1.[C:20]([OH:21])(=[O:22])[CH3:23].[CH3:17][CH2:18][OH:19].[Fe:25].[Na+:16].[OH-:15].[OH2:24]>>[Br:1][c:2]1[cH:3][c:4]2[cH:5][cH:6][cH:7][n:8][c:9]2[c:10]([NH2:12])[cH:11]1.